From a dataset of the Open Reaction Database (ORD), a public repository of structured organic reaction records. describe an organic reaction: reactants, conditions, products, and yield Isolated yield 80.6%. Reactants: CC1=CC=C(C=C1)S(=O)(=O)OCC1OC2=C(C1)C=CC=C2Br ((±)-(7-bromo-2,3-dihydro-1-benzofuran-2-yl)methyl 4-methylbenzenesulfonate), ClC=1C=CC(=C(C1)B(O)O)C ((5-chloro-2-methylphenyl)boronic acid), Intermediate 184. Procedure details: Treatment of (±)-(7-bromo-2,3-dihydro-1-benzofuran-2-yl)methyl 4-methylbenzenesulfonate (0.50 g, 1.305 mmol) with (5-chloro-2-methylphenyl)boronic acid (0.334 g, 1.96 mmol) generally according to the procedure described for Intermediate 184 provided 0.451 g (81%) of (±)-[7-(5-chloro-2-methylphenyl)-2,3-dihydro-1-benzofuran-2-yl]methyl 4-methylbenzenesulfonate as a white solid. Rf=0.43 (silica, ethyl acetate:hexanes 1:4). Reaction SMILES: [CH3:1][C:2]1[CH:7]=[CH:6][C:5]([S:8]([O:11][CH2:12][CH:13]2[CH2:17][C:16]3[CH:18]=[CH:19][CH:20]=[C:21](Br)[C:15]=3[O:14]2)(=[O:10])=[O:9])=[CH:4][CH:3]=1.[Cl:23][C:24]1[CH:25]=[CH:26][C:27]([CH3:33])=[C:28](B(O)O)[CH:29]=1>>[CH3:1][C:2]1[CH:7]=[CH:6][C:5]([S:8]([O:11][CH2:12][CH:13]2[CH2:17][C:16]3[CH:18]=[CH:19][CH:20]=[C:21]([C:26]4[CH:25]=[C:24]([Cl:23])[CH:29]=[CH:28][C:27]=4[CH3:33])[C:15]=3[O:14]2)(=[O:10])=[O:9])=[CH:4][CH:3]=1. Yields the product CC1=CC=C(C=C1)S(=O)(=O)OCC1OC2=C(C1)C=CC=C2C2=C(C=CC(=C2)Cl)C ((±)-[7-(5-chloro-2-methylphenyl)-2,3-dihydro-1-benzofuran-2-yl]methyl 4-methylbenzenesulfonate). The reactants are CCOC(=O)COc1ccc(NC(=O)N2CCCCc3ccccc32)cc1, Cl, [Na+], [OH-]. The product is O=C(O)COc1ccc(NC(=O)N2CCCCc3ccccc32)cc1. As a reaction SMILES: [CH2:3]([CH3:4])[O:5][C:6](=[O:7])[CH2:8][O:9][c:10]1[cH:11][cH:12][c:13]([NH:16][C:17](=[O:18])[N:19]2[CH2:20][CH2:21][CH2:22][CH2:23][c:24]3[c:25]2[cH:26][cH:27][cH:28][cH:29]3)[cH:14][cH:15]1.[ClH:30].[Na+:2].[OH-:1]>>[O:5]=[C:6]([OH:7])[CH2:8][O:9][c:10]1[cH:11][cH:12][c:13]([NH:16][C:17](=[O:18])[N:19]2[CH2:20][CH2:21][CH2:22][CH2:23][c:24]3[c:25]2[cH:26][cH:27][cH:28][cH:29]3)[cH:14][cH:15]1. The reactants are COC(=O)CC(C)=O, CCCCn1c(=O)[nH]c(=O)c2c(-c3ccc(F)cc3)c(C=CC=O)c(C(C)C)nc21, CC(=O)O, CCCCCC, [H-], [Li]CCCC, [Na+], C1CCOC1, O. Yields the product CCCCn1c(=O)[nH]c(=O)c2c(-c3ccc(F)cc3)c(C=CC(O)CC(=O)CC(=O)OC)c(C(C)C)nc21. Reaction SMILES: [C:1]([CH2:2][C:3](=[O:4])[CH3:5])(=[O:6])[O:7][CH3:8].[CH2:16]([CH2:17][CH2:18][CH3:19])[n:20]1[c:21](=[O:45])[nH:22][c:23](=[O:44])[c:24]2[c:25]1[n:26][c:27]([CH:41]([CH3:42])[CH3:43])[c:28]([CH:37]=[CH:38][CH:39]=[O:40])[c:29]2-[c:30]1[cH:31][cH:32][c:33]([F:36])[cH:34][cH:35]1.[CH3:46][C:47](=[O:48])[OH:49].[CH3:55][CH2:56][CH2:57][CH2:58][CH2:59][CH3:60].[H-:9].[Li:11][CH2:12][CH2:13][CH2:14][CH3:15].[Na+:10].[O:50]1[CH2:51][CH2:52][CH2:53][CH2:54]1.[OH2:61]>>[C:1]([CH2:2][C:3](=[O:4])[CH2:5][CH:39]([CH:38]=[CH:37][c:28]1[c:27]([CH:41]([CH3:42])[CH3:43])[n:26][c:25]2[n:20]([CH2:16][CH2:17][CH2:18][CH3:19])[c:21](=[O:45])[nH:22][c:23](=[O:44])[c:24]2[c:29]1-[c:30]1[cH:31][cH:32][c:33]([F:36])[cH:34][cH:35]1)[OH:40])(=[O:6])[O:7][CH3:8]. Reactants: N(=[N+]=[N-])C[C@@H]1C(NC2=CC=CC=C2N1)=O ((3R)-3-(azidomethyl)-3,4-dihydroquinoxalin-2(1H)-one), ClC=1C=C(C=CC1Cl)S(=O)(=O)Cl (3,4-dichlorobenzenesulfonyl chloride), [H][H] (hydrogen), product. The reagents and catalysts are [Pd] (Pd/C). The solvent is N1=CC=CC=C1 (pyridine), CCO (EtOH). Run at time 8 hour. The product is NC[C@@H]1C(NC2=CC=CC=C2N1S(=O)(=O)C1=CC(=C(C=C1)Cl)Cl)=O ((3R)-3-(aminomethyl)-4-[(3,4-dichlorophenyl)sulfonyl]-3,4-dihydroquinoxalin-2(1H)-one). RXN SMILES: [N:1]([CH2:4][C@H:5]1[NH:14][C:13]2[C:8](=[CH:9][CH:10]=[CH:11][CH:12]=2)[NH:7][C:6]1=[O:15])=[N+]=[N-].[Cl:16][C:17]1[CH:18]=[C:19]([S:24](Cl)(=[O:26])=[O:25])[CH:20]=[CH:21][C:22]=1[Cl:23].[H][H]>N1C=CC=CC=1.CCO.[Pd]>[NH2:1][CH2:4][C@H:5]1[N:14]([S:24]([C:19]2[CH:20]=[CH:21][C:22]([Cl:23])=[C:17]([Cl:16])[CH:18]=2)(=[O:26])=[O:25])[C:13]2[C:8](=[CH:9][CH:10]=[CH:11][CH:12]=2)[NH:7][C:6]1=[O:15]. Procedure: To a solution of (3R)-3-(azidomethyl)-3,4-dihydroquinoxalin-2(1H)-one (122 mg, 0.60 mmol) in pyridine (3 mL) was added 3,4-dichlorobenzenesulfonyl chloride (300 uL, 1.92 mmol). After stirring at room temperature overnight, the reaction mixture was concentrated under reduced pressure and purified using silica gel chromatography eluting with CH2Cl2-3% MeOH in CH2Cl2. The resulting product (137 mg, 0.33 mmol) was dissolved in EtOH (3 mL) and Pd/C (93 mg, 0.087 mmol) was added. A hydrogen balloon wa... The reactants are BrCc1ccccc1-n1nccn1, CCCC[N+](CCCC)(CCCC)CCCC, C1CCOC1, [H-], [I-], [Na+], CC(C)(C)OC(=O)N1CCC2(CCCNC2=O)CC1, O. The product is CC(C)(C)OC(=O)N1CCC2(CCCN(Cc3ccccc3-n3nccn3)C2=O)CC1. RXN SMILES: [Br:22][CH2:23][c:24]1[c:25](-[n:30]2[n:31][cH:32][cH:33][n:34]2)[cH:26][cH:27][cH:28][cH:29]1.[CH2:37]([N+:38]([CH2:39][CH2:40][CH2:41][CH3:42])([CH2:43][CH2:44][CH2:45][CH3:46])[CH2:47][CH2:48][CH2:49][CH3:50])[CH2:51][CH2:52][CH3:53].[CH2:54]1[O:55][CH2:56][CH2:57][CH2:58]1.[H-:2].[I-:36].[Na+:1].[O:3]=[C:4]1[NH:5][CH2:6][CH2:7][CH2:8][C:9]12[CH2:10][CH2:11][N:12]([C:15](=[O:16])[O:17][C:18]([CH3:19])([CH3:20])[CH3:21])[CH2:13][CH2:14]2.[OH2:35]>>[O:3]=[C:4]1[N:5]([CH2:23][c:24]2[c:25](-[n:30]3[n:31][cH:32][cH:33][n:34]3)[cH:26][cH:27][cH:28][cH:29]2)[CH2:6][CH2:7][CH2:8][C:9]12[CH2:10][CH2:11][N:12]([C:15](=[O:16])[O:17][C:18]([CH3:19])([CH3:20])[CH3:21])[CH2:13][CH2:14]2. Starting materials: [H-], CI, CCC=CCn1c(=O)sc2c(=O)[nH]c(N)nc21, [Na+], CN(C)C=O. Yields the product CCC=CCn1c(=O)sc2c(=O)n(C)c(N)nc21. RXN SMILES: [H-:19].[I:20][CH3:21].[NH2:1][c:2]1[nH:3][c:4](=[O:17])[c:5]2[c:6]([n:7]1)[n:8]([CH2:12][CH:13]=[CH:14][CH2:15][CH3:16])[c:9](=[O:11])[s:10]2.[Na+:18].[O:22]=[CH:23][N:24]([CH3:25])[CH3:26]>>[NH2:1][c:2]1[n:3]([CH3:21])[c:4](=[O:17])[c:5]2[c:6]([n:7]1)[n:8]([CH2:12][CH:13]=[CH:14][CH2:15][CH3:16])[c:9](=[O:11])[s:10]2. The reactants are FC1=CC=C(C=C1)CC(=O)OC (methyl 2-(4-fluorophenyl)acetate), BrC=1C=NC(=NC1)N1CCN(CC1)C(=O)OC(C)(C)C (tert-butyl 4-(5-bromopyrimidin-2-yl)piperazine-1-carboxylate), P(C(C)(C)C)(C(C)(C)C)C(C)(C)C (P(t-Bu)3), C1(CCCCC1)NC1CCCCC1 (dicyclohexylamine), [Li]CCCC (n-BuLi). The reagents and catalysts are C=1C=CC(=CC1)/C=C/C(=O)/C=C/C2=CC=CC=C2.C=1C=CC(=CC1)/C=C/C(=O)/C=C/C2=CC=CC=C2.C=1C=CC(=CC1)/C=C/C(=O)/C=C/C2=CC=CC=C2.[Pd].[Pd] (Pd2(dba)3). Run in C1(=CC=CC=C1)C (toluene), C1CCOC1 (THF). Reaction conditions: time 10 minute. Product: FC1=CC=C(C=C1)C(C(=O)OC)C=1C=NC(=NC1)N1CCN(CC1)C(=O)OC(C)(C)C (tert-butyl 4-(5-(1-(4-fluorophenyl)-2-methoxy-2-oxoethyl)pyrimidin-2-yl)piperazine-1-carboxylate). The yield is 8.0%. As a reaction SMILES: C1(NC2CCCCC2)CCCCC1.[Li]CCCC.[F:19][C:20]1[CH:25]=[CH:24][C:23]([CH2:26][C:27]([O:29][CH3:30])=[O:28])=[CH:22][CH:21]=1.Br[C:32]1[CH:33]=[N:34][C:35]([N:38]2[CH2:43][CH2:42][N:41]([C:44]([O:46][C:47]([CH3:50])([CH3:49])[CH3:48])=[O:45])[CH2:40][CH2:39]2)=[N:36][CH:37]=1.P(C(C)(C)C)(C(C)(C)C)C(C)(C)C>C1COCC1.C1(C)C=CC=CC=1.C1C=CC(/C=C/C(/C=C/C2C=CC=CC=2)=O)=CC=1.C1C=CC(/C=C/C(/C=C/C2C=CC=CC=2)=O)=CC=1.C1C=CC(/C=C/C(/C=C/C2C=CC=CC=2)=O)=CC=1.[Pd].[Pd]>[F:19][C:20]1[CH:21]=[CH:22][C:23]([CH:26]([C:32]2[CH:37]=[N:36][C:35]([N:38]3[CH2:39][CH2:40][N:41]([C:44]([O:46][C:47]([CH3:50])([CH3:49])[CH3:48])=[O:45])[CH2:42][CH2:43]3)=[N:34][CH:33]=2)[C:27]([O:29][CH3:30])=[O:28])=[CH:24][CH:25]=1 |f:7.8.9.10.11|. Reported procedure: To a solution of dicyclohexylamine (3.43 g, 18.94 mmol) in THF (60 mL) at −78° C. was added n-BuLi (2.5 M, 7.9 mL, 18.94 mmol) dropwise. The mixture was stirred at RT for 10 min, followed by the addition of methyl 2-(4-fluorophenyl)acetate (2.69 g, 16.02 mmol) in toluene (60 mL). After stirred at RT for another 10 min, tert-butyl 4-(5-bromopyrimidin-2-yl)piperazine-1-carboxylate (5.0 g, 14.57 mmol), Pd2(dba)3 (667 mg, 0.728 mmol) and P(t-Bu)3 (10%, 1.47 g, 0.728 mmol) were added sequentially. Th... Yields the product C(#N)NC(=NCCC#C)NCCSCC1=C(N=CN1)C (N-Cyano-N'-{2-[(4-methyl-5-imidazolyl)methylthio]ethyl}-N"-(3-butyn-1-yl)guanidine). The reactants are C(#N)NC(=NCCS)NCC#C (N-cyano-N'-propargyl-N"-(2-mercaptoethyl)guanidine), C(#N)NC(=NCCS)NCCC#C (N-cyano-N'-(3-butyn-1-yl)-N"-(2-mercaptoethyl)guanidine). Reported procedure: The general procedure of Example 1C is repeated except that the N-cyano-N'-propargyl-N"-(2-mercaptoethyl)guanidine utilized therein is replaced by an equimolar amount of N-cyano-N'-(3-butyn-1-yl)-N"-(2-mercaptoethyl)guanidine, and the title product is thereby produced. RXN SMILES: C(N[C:4]([NH:9][CH2:10][C:11]#C)=[N:5][CH2:6][CH2:7]S)#N.[C:13]([NH:15][C:16]([NH:21][CH2:22][CH2:23][C:24]#[CH:25])=[N:17][CH2:18][CH2:19][SH:20])#[N:14]>>[C:13]([NH:15][C:16]([NH:17][CH2:18][CH2:19][S:20][CH2:11][C:10]1[NH:9][CH:4]=[N:5][C:6]=1[CH3:7])=[N:21][CH2:22][CH2:23][C:24]#[CH:25])#[N:14]. The reactants are CCN(C(C)C)C(C)C (DIPEA), C(C)(=O)Cl (acetyl chloride), C12NCC(C(=C1)C1=CC=C3C(=N1)N(C(N3CC(C)(C)C)=O)C)CC2 (5-(2-Azabicyclo[2.2.2]oct-5-en-5-yl)-1-(2,2-dimethylpropyl)-3-methyl-1,3-dihydro-2H-imidazo[4,5-b]pyridin-2-one). The solvent is C(Cl)Cl (DCM). Reaction conditions: time 10 minute. The product is C(C)(=O)N1C2C=C(C(C1)CC2)C2=CC=C1C(=N2)N(C(N1CC(C)(C)C)=O)C (5-(2-Acetyl-2-azabicyclo[2.2.2]oct-5-en-5-yl)-1-(2,2-dimethylpropyl)-3-methyl-1,3-dihydro-2H-imidazo[4,5-b]pyridin-2-one). As a reaction SMILES: [CH:1]12[CH2:24][CH2:23][CH:4]([C:5]([C:7]3[N:12]=[C:11]4[N:13]([CH3:22])[C:14](=[O:21])[N:15]([CH2:16][C:17]([CH3:20])([CH3:19])[CH3:18])[C:10]4=[CH:9][CH:8]=3)=[CH:6]1)[CH2:3][NH:2]2.CCN(C(C)C)C(C)C.[C:34](Cl)(=[O:36])[CH3:35]>C(Cl)Cl>[C:34]([N:2]1[CH2:3][CH:4]2[CH2:23][CH2:24][CH:1]1[CH:6]=[C:5]2[C:7]1[N:12]=[C:11]2[N:13]([CH3:22])[C:14](=[O:21])[N:15]([CH2:16][C:17]([CH3:19])([CH3:20])[CH3:18])[C:10]2=[CH:9][CH:8]=1)(=[O:36])[CH3:35]. Reported procedure: 5-(2-Azabicyclo[2.2.2]oct-5-en-5-yl)-1-(2,2-dimethylpropyl)-3-methyl-1,3-dihydro-2H-imidazo[4,5-b]pyridin-2-one (2-5, 25 mg, 0.08 mmol, 1.0 equiv) was added to anhydrous DCM (0.80 mL). To this solution was added DIPEA (40 μL, 0.23 mmol, 3.0 equiv) and acetyl chloride (11 μL, 0.15 mmol, 2.0 equiv) and the resulting mixture was allowed to stir at room temperature for 10 min. Following this duration, LCMS showed consumption of starting material. Saturated NaHCO3 (3 mL) and ethyl acetate (3 mL) were...